From a dataset of the Open Reaction Database (ORD), a public repository of structured organic reaction records. describe an organic reaction: reactants, conditions, products, and yield Starting materials: Cc1c(C)c2c(c(C)c1N)C(c1ccccc1)C(C)(C)O2, CCOC(C)=O, O=C(Cl)c1ccc(F)cc1. The product is Cc1c(C)c2c(c(C)c1NC(=O)c1ccc(F)cc1)C(c1ccccc1)C(C)(C)O2. As a reaction SMILES: [CH3:1][C:2]1([CH3:21])[O:3][c:4]2[c:5]([c:13]([CH3:20])[c:14]([NH2:19])[c:15]([CH3:18])[c:16]2[CH3:17])[CH:6]1[c:7]1[cH:8][cH:9][cH:10][cH:11][cH:12]1.[CH3:32][CH2:33][O:34][C:35](=[O:36])[CH3:37].[F:22][c:23]1[cH:24][cH:25][c:26]([C:27](=[O:28])[Cl:29])[cH:30][cH:31]1>>[CH3:1][C:2]1([CH3:21])[O:3][c:4]2[c:5]([c:13]([CH3:20])[c:14]([NH:19][C:27]([c:26]3[cH:25][cH:24][c:23]([F:22])[cH:31][cH:30]3)=[O:28])[c:15]([CH3:18])[c:16]2[CH3:17])[CH:6]1[c:7]1[cH:8][cH:9][cH:10][cH:11][cH:12]1. The reactants are Cl.C(C1=CC=CC=C1)OC([C@H]1NCCC1)=O (L-proline benzyl ester hydrochloride), FC1=CC=C(C=C1)S(=O)(=O)Cl (4-fluorobenzenesulphonyl chloride). Yields the product FC1=CC=C(C=C1)S(=O)(=O)N1[C@@H](CCC1)C(=O)OCC1=CC=CC=C1 (benzyl (2S)-1-[(4-fluorophenyl)sulfonyl]-2-pyrrolidinecarboxylate). RXN SMILES: Cl.[CH2:2]([O:9][C:10](=[O:16])[C@@H:11]1[CH2:15][CH2:14][CH2:13][NH:12]1)[C:3]1[CH:8]=[CH:7][CH:6]=[CH:5][CH:4]=1.[F:17][C:18]1[CH:23]=[CH:22][C:21]([S:24](Cl)(=[O:26])=[O:25])=[CH:20][CH:19]=1>>[F:17][C:18]1[CH:23]=[CH:22][C:21]([S:24]([N:12]2[CH2:13][CH2:14][CH2:15][C@H:11]2[C:10]([O:9][CH2:2][C:3]2[CH:4]=[CH:5][CH:6]=[CH:7][CH:8]=2)=[O:16])(=[O:26])=[O:25])=[CH:20][CH:19]=1 |f:0.1|. Procedure details: The title compound was prepared by a similar method to Example 1 from L-proline benzyl ester hydrochloride and 4-fluorobenzenesulphonyl chloride. The crude product was purified by column chromatography on silica gel eluting with dichloromethane to afford benzyl (2S)-1-[(4-fluorophenyl)sulfonyl]-2-pyrrolidinecarboxylate as a clear oil. The reactants are C(C)OC(\C=C\C1CCC(CC1)C1CCC(CC1)CCC)=O ((E)-3-(4′-Propyl-bicyclohexyl-4-yl)acrylic acid ethyl ester), [H][H] (hydrogen). The reagents and catalysts are [Pd] (palladium on charcoal). Solvent: C1CCOC1 (THF). Yields the product C(C)OC(CCC1CCC(CC1)C1CCC(CC1)CCC)=O (3-(4′-propyl-bicyclohexyl-4-yl)-propionic acid ethyl ester). As a reaction SMILES: [CH2:1]([O:3][C:4](=[O:22])/[CH:5]=[CH:6]/[CH:7]1[CH2:12][CH2:11][CH:10]([CH:13]2[CH2:18][CH2:17][CH:16]([CH2:19][CH2:20][CH3:21])[CH2:15][CH2:14]2)[CH2:9][CH2:8]1)[CH3:2].[H][H]>C1COCC1.[Pd]>[CH2:1]([O:3][C:4](=[O:22])[CH2:5][CH2:6][CH:7]1[CH2:12][CH2:11][CH:10]([CH:13]2[CH2:14][CH2:15][CH:16]([CH2:19][CH2:20][CH3:21])[CH2:17][CH2:18]2)[CH2:9][CH2:8]1)[CH3:2]. Procedure: (E)-3-(4′-Propyl-bicyclohexyl-4-yl)acrylic acid ethyl ester is hydrogenated in THF in the presence of palladium on charcoal. After 1 eq. of hydrogen has been consumed the catalyst is filtered off, the solvent is evaporated and the residue is filtered through silica yielding 3-(4′-propyl-bicyclohexyl-4-yl)-propionic acid ethyl ester as a colourless oil. Starting materials: Cc1c(Cc2ccc(Cl)c(Cl)c2)c(=O)oc2cc(O)ccc12, [I-], C[n+]1ccn(C(=O)N2CCCc3ccccc32)c1. The product is Cc1c(Cc2ccc(Cl)c(Cl)c2)c(=O)oc2cc(OC(=O)N3CCCc4ccccc43)ccc12. Reaction SMILES: [Cl:1][c:2]1[cH:3][c:4]([CH2:5][c:6]2[c:7](=[O:18])[o:8][c:9]3[cH:10][c:11]([OH:17])[cH:12][cH:13][c:14]3[c:15]2[CH3:16])[cH:19][cH:20][c:21]1[Cl:22].[I-:23].[N:24]1([C:34](=[O:35])[n:36]2[cH:37][cH:38][n+:39]([CH3:40])[cH:41]2)[CH2:25][CH2:26][CH2:27][c:28]2[cH:29][cH:30][cH:31][cH:32][c:33]21>>[Cl:1][c:2]1[cH:3][c:4]([CH2:5][c:6]2[c:7](=[O:18])[o:8][c:9]3[cH:10][c:11]([O:17][C:34]([N:24]4[CH2:25][CH2:26][CH2:27][c:28]5[cH:29][cH:30][cH:31][cH:32][c:33]54)=[O:35])[cH:12][cH:13][c:14]3[c:15]2[CH3:16])[cH:19][cH:20][c:21]1[Cl:22]. Starting materials: O=C1OC(c2ccccc2)CN1c1ccc(Br)cc1, O=C([O-])[O-], C=CCCCCCC, C1CCOC1, [K+], [K+], CN(C)C=O, O, [Pd], c1ccc(P(c2ccccc2)c2ccccc2)cc1, c1ccc(P(c2ccccc2)c2ccccc2)cc1, c1ccc(P(c2ccccc2)c2ccccc2)cc1, c1ccc(P(c2ccccc2)c2ccccc2)cc1. The product is CCCCCCCCc1ccc(N2CC(c3ccccc3)OC2=O)cc1. Reaction SMILES: [Br:9][c:10]1[cH:11][cH:12][c:13]([N:16]2[C:17](=[O:27])[O:18][CH:19]([c:21]3[cH:22][cH:23][cH:24][cH:25][cH:26]3)[CH2:20]2)[cH:14][cH:15]1.[C:28](=[O:29])([O-:30])[O-:31].[CH2:1]=[CH:2][CH2:3][CH2:4][CH2:5][CH2:6][CH2:7][CH3:8].[CH2:35]1[O:36][CH2:37][CH2:38][CH2:39]1.[K+:32].[K+:33].[O:40]=[CH:41][N:42]([CH3:43])[CH3:44].[OH2:34].[Pd:45].[c:103]1([P:104]([c:105]2[cH:106][cH:107][cH:108][cH:109][cH:110]2)[c:111]2[cH:112][cH:113][cH:114][cH:115][cH:116]2)[cH:117][cH:118][cH:119][cH:120][cH:121]1.[c:46]1([P:47]([c:48]2[cH:49][cH:50][cH:51][cH:52][cH:53]2)[c:54]2[cH:55][cH:56][cH:57][cH:58][cH:59]2)[cH:60][cH:61][cH:62][cH:63][cH:64]1.[c:65]1([P:66]([c:67]2[cH:68][cH:69][cH:70][cH:71][cH:72]2)[c:73]2[cH:74][cH:75][cH:76][cH:77][cH:78]2)[cH:79][cH:80][cH:81][cH:82][cH:83]1.[c:84]1([P:85]([c:86]2[cH:87][cH:88][cH:89][cH:90][cH:91]2)[c:92]2[cH:93][cH:94][cH:95][cH:96][cH:97]2)[cH:98][cH:99][cH:100][cH:101][cH:102]1>>[CH2:1]([CH2:2][CH2:3][CH2:4][CH2:5][CH2:6][CH2:7][CH3:8])[c:10]1[cH:11][cH:12][c:13]([N:16]2[C:17](=[O:27])[O:18][CH:19]([c:21]3[cH:22][cH:23][cH:24][cH:25][cH:26]3)[CH2:20]2)[cH:14][cH:15]1. Reactants: Cl (hydrochloric acid), C(C)(=O)OC(C)=O (acetic anhydride), COC1=C(C(=CC=C1)OC)C(C(C(F)(F)F)(Cl)Cl)O (1,3-dimethoxy-2-(1-hydroxy-2,2-dichloro-3,3,3-trifluoro-propyl)-benzene), N1=CC=CC=C1 (pyridine). Run at time 3 day. The product is COC1=C(C(=CC=C1)OC)C(C(C(F)(F)F)(Cl)Cl)OC(C)=O (1,3-Dimethoxy-2-(1-acetoxy-2,2-dichloro-3,3,3-trifluoropropyl)-benzene). The yield is 87.0%. As a reaction SMILES: [C:1](OC(=O)C)(=[O:3])[CH3:2].[CH3:8][O:9][C:10]1[CH:15]=[CH:14][CH:13]=[C:12]([O:16][CH3:17])[C:11]=1[CH:18]([OH:26])[C:19]([Cl:25])([Cl:24])[C:20]([F:23])([F:22])[F:21].N1C=CC=CC=1.Cl>>[CH3:8][O:9][C:10]1[CH:15]=[CH:14][CH:13]=[C:12]([O:16][CH3:17])[C:11]=1[CH:18]([O:26][C:1](=[O:3])[CH3:2])[C:19]([Cl:25])([Cl:24])[C:20]([F:21])([F:22])[F:23]. Reported procedure: 31 ml (0.33 mole) of acetic anhydride are added to 97.6 g (0.30 mole) of 1,3-dimethoxy-2-(1-hydroxy-2,2-dichloro-3,3,3-trifluoro-propyl)-benzene in a 500 ml pear-shaped flask at room temperature. 30 ml (0.36 mole) of pyridine are then added to the dark red solution (weakly exothermic). The reaction solution is stirred at room temperature for 3 days. The reaction mixture is then poured onto ice and acidified with 10% hydrochloric acid. It is extracted with ether and the extract is washed with wat... Starting materials: C(C1=CC=CC=C1)NC(=O)C1=C(N=C(S1)C=1NN=CC1)C (4-methyl-2-(2H-pyrazol-3-yl)-thiazole-5-carboxylic acid benzylamide), BrC(C)(C)C1=CC=CC=C1 (2-(bromo-1-methyl-ethyl)-benzene), CCCCCCC (heptane). The solvent is C(C)(C)O (isopropyl alcohol). Yields the product C(C1=CC=CC=C1)NC(=O)C1=C(N=C(S1)C1=NN(C=C1)C[C@@H](C)C1=CC=CC=C1)C (4-methyl-2-[1-((S)-2-phenyl-propyl)1H-pyrazol-3-yl]-thiazole-5-carboxylic acid benzylamide). Reaction SMILES: [CH2:1]([NH:8][C:9]([C:11]1[S:15][C:14]([C:16]2[NH:17][N:18]=[CH:19][CH:20]=2)=[N:13][C:12]=1[CH3:21])=[O:10])[C:2]1[CH:7]=[CH:6][CH:5]=[CH:4][CH:3]=1.Br[C:23]([C:26]1[CH:31]=[CH:30][CH:29]=[CH:28][CH:27]=1)([CH3:25])[CH3:24].CCCCCCC>C(O)(C)C>[CH2:1]([NH:8][C:9]([C:11]1[S:15][C:14]([C:16]2[CH:20]=[CH:19][N:18]([CH2:24][C@H:23]([C:26]3[CH:31]=[CH:30][CH:29]=[CH:28][CH:27]=3)[CH3:25])[N:17]=2)=[N:13][C:12]=1[CH3:21])=[O:10])[C:2]1[CH:3]=[CH:4][CH:5]=[CH:6][CH:7]=1. Procedure: The title compound was prepared from 4-methyl-2-(2H-pyrazol-3-yl)-thiazole-5-carboxylic acid benzylamide and 2-(bromo-1-methyl-ethyl)-benzene as described in Example 90 and isolated by chiral separation (90:10, heptane:isopropyl alcohol). 1H NMR (400 MHz, CDCl3) δ 7.20-7.39 (m, 8H), 7.13 (d, J=4 Hz, 2H), 7.04 (d, J=2 Hz, 1H), 6.68 (d, J=2 Hz, 1H), 5.98-6.04 (bm, 1H), 4.62 (d, J=8 Hz, 2H), 4.17-4.32 (m, 2H), 3.33-3.44 (m, 1H), 2.75 (s, 3H), 1.29 (d, J=4 Hz, 3H); MS (M+H)+=417.2; Rt=1.32 min; HRMS... The reactants are COc1ccc2c(O)c(-c3ccccc3)c(C)cc2c1, O=Cc1ccc(F)c(F)c1, [H-], [Na+], CN(C)C=O. The product is COc1ccc2c(Oc3ccc(C=O)cc3F)c(-c3ccccc3)c(C)cc2c1. RXN SMILES: [CH3:1][O:2][c:3]1[cH:4][c:5]2[cH:6][c:7]([CH3:20])[c:8](-[c:14]3[cH:15][cH:16][cH:17][cH:18][cH:19]3)[c:9]([OH:13])[c:10]2[cH:11][cH:12]1.[F:23][c:24]1[cH:25][c:26]([CH:27]=[O:28])[cH:29][cH:30][c:31]1[F:32].[H-:21].[Na+:22].[O:33]=[CH:34][N:35]([CH3:36])[CH3:37]>>[CH3:1][O:2][c:3]1[cH:4][c:5]2[cH:6][c:7]([CH3:20])[c:8](-[c:14]3[cH:15][cH:16][cH:17][cH:18][cH:19]3)[c:9]([O:13][c:31]3[c:24]([F:23])[cH:25][c:26]([CH:27]=[O:28])[cH:29][cH:30]3)[c:10]2[cH:11][cH:12]1. Solvent: CO (MeOH). Procedure details: A solution of (S)-1-((3-allylpyridin-2-yl)(4-(trifluoromethyl)phenyl)-methyl)-3-(pyridin-3-yl)urea (Example 43) (0.055 g, 0.133 mmol) and Pd (10 wt % on carbon, 0.020 g, 0.133 mmol) in MeOH was hydrogenated under H2 (1 atm) at rt for 4 h. The catalyst was filtered off, and the filtrate was concentrated to give the title compound as a white solid. 1H NMR (300 MHz, d4-MeOH): δ ppm 8.60-8.38 (m, 2H), 8.12 (d, J=4.4 Hz, 1H), 7.93 (d, J=8.3 Hz, 1H), 7.74-7.43 (m, 5H), 7.40-7.21 (m, 2H), 6.42 (s, 1H),... RXN SMILES: [CH2:1]([C:4]1[C:5]([C@H:10]([C:21]2[CH:26]=[CH:25][C:24]([C:27]([F:30])([F:29])[F:28])=[CH:23][CH:22]=2)[NH:11][C:12]([NH:14][C:15]2[CH:16]=[N:17][CH:18]=[CH:19][CH:20]=2)=[O:13])=[N:6][CH:7]=[CH:8][CH:9]=1)[CH:2]=[CH2:3]>CO.[Pd]>[CH2:1]([C:4]1[C:5]([C@H:10]([C:21]2[CH:22]=[CH:23][C:24]([C:27]([F:29])([F:30])[F:28])=[CH:25][CH:26]=2)[NH:11][C:12]([NH:14][C:15]2[CH:16]=[N:17][CH:18]=[CH:19][CH:20]=2)=[O:13])=[N:6][CH:7]=[CH:8][CH:9]=1)[CH2:2][CH3:3]. Reactants: C(C=C)C=1C(=NC=CC1)[C@@H](NC(=O)NC=1C=NC=CC1)C1=CC=C(C=C1)C(F)(F)F ((S)-1-((3-allylpyridin-2-yl)(4-(trifluoromethyl)phenyl)-methyl)-3-(pyridin-3-yl)urea). Yields the product C(CC)C=1C(=NC=CC1)[C@@H](NC(=O)NC=1C=NC=CC1)C1=CC=C(C=C1)C(F)(F)F ((S)-1-((3-Propylpyridin-2-yl)(4-(trifluoromethyl)phenyl)-methyl)-3-(pyridin-3-yl)urea). Reagents/catalysts: [Pd] (Pd). Reactants: C(C(=O)Cl)(=O)Cl (oxalyl chloride), ClC1=CC=C(C=N1)C=1N=C(C2=C(N1)CCNC2)OCCOC (2-(6-chloropyridin-3-yl)-4-(2-methoxyethoxy)-5,6,7,8-tetrahydropyrido[4,3-d]pyrimidine), N1=CC(=C2N1C=CC=C2)C(=O)O (pyrazolo[1,5-a]pyridine-3-carboxylic acid), CN(C=O)C (N,N-dimethylformamide). Run in C(Cl)Cl (CH2Cl2), C(Cl)Cl (CH2Cl2), C(Cl)Cl (CH2Cl2). Reaction conditions: temperature 0 celsius, time 2.5 hour. Product: ClC1=CC=C(C=N1)C=1N=C(C2=C(N1)CCN(C2)C(=O)C=2C=NN1C2C=CC=C1)OCCOC ([2-(6-chloropyridin-3-yl)-4-(2-methoxyethoxy)-7,8-dihydropyrido[4,3-d]pyrimidin-6(5H)-yl](pyrazolo[1,5-a]pyridin-3-yl)methanone). Yield: 92.8%. As a reaction SMILES: [N:1]1[N:5]2[CH:6]=[CH:7][CH:8]=[CH:9][C:4]2=[C:3]([C:10]([OH:12])=O)[CH:2]=1.CN(C)C=O.C(Cl)(=O)C(Cl)=O.[Cl:24][C:25]1[N:30]=[CH:29][C:28]([C:31]2[N:32]=[C:33]([O:41][CH2:42][CH2:43][O:44][CH3:45])[C:34]3[CH2:40][NH:39][CH2:38][CH2:37][C:35]=3[N:36]=2)=[CH:27][CH:26]=1>C(Cl)Cl>[Cl:24][C:25]1[N:30]=[CH:29][C:28]([C:31]2[N:32]=[C:33]([O:41][CH2:42][CH2:43][O:44][CH3:45])[C:34]3[CH2:40][N:39]([C:10]([C:3]4[CH:2]=[N:1][N:5]5[CH:6]=[CH:7][CH:8]=[CH:9][C:4]=45)=[O:12])[CH2:38][CH2:37][C:35]=3[N:36]=2)=[CH:27][CH:26]=1. Reported procedure: A suspension of the pyrazolo[1,5-a]pyridine-3-carboxylic acid (9.45 g, 58.3 mmol) and N,N-dimethylformamide (0.451 mL, 5.83 mmol) in CH2Cl2 (600 mL) was cooled to 0° C. and treated slowly with oxalyl chloride (7.65 mL, 87 mmol). The mixture was removed from the cold bath and stirred at room temperature for 2.5 h. An LC-MS sample with added pyrrolidine indicated no residual starting material. The mixture was filtered through filter paper to remove undissolved precipitates and then concentrated in...